From a dataset of the Open Reaction Database (ORD), a public repository of structured organic reaction records. describe an organic reaction: reactants, conditions, products, and yield Procedure: To the solution of rac-(2′S,3′R,4′S,5′R)-4′-(3-bromo-2-fluoro-phenyl)-6-chloro-2′-(2,2-dimethyl-propyl)-2-oxo-1,2-dihydro-spiro[indole-3,3′-pyrrolidine]-5′-carboxylic acid (4-cyano-phenyl)-amide (0.16 g, 0.26 mmol) prepared in Example 98 in DMSO (1 mL) at 0° C. was added an aqueous solution (30% Aldrich) of H2O2 (0.45 g, 3.9 mmol), then aqueous solution (1N) of NaOH (1.3 mL, 1.3 mmol) was added dropwise. The reaction mixture was stirred at 10° C. for 1 h. The mixture was partitioned between ethy... The product is C(N)(=O)C1=CC=C(C=C1)NC(=O)C1C(C2(C(N1)CC(C)(C)C)C(NC1=CC(=CC=C12)Cl)=O)C1=C(C(=CC=C1)Br)F (rac-(2′S,3′R,4′S,5′R)-4′-(3-bromo-2-fluoro-phenyl)-6-chloro-2′-(2,2-dimethyl-propyl)-2-oxo-1,2-dihydro-spiro[indole-3,3′-pyrrolidine]-5′-carboxylic acid (4-carbamoyl-phenyl)-amide). Reaction conditions: temperature 10 celsius, time 1 hour. The yield is 85.8%. The solvent is CS(=O)C (DMSO). Reactants: C(#N)C1=CC=C(C=C1)NC(=O)C1C(C2(C(N1)CC(C)(C)C)C(NC1=CC(=CC=C12)Cl)=O)C1=C(C(=CC=C1)Br)F (rac-(2′S,3′R,4′S,5′R)-4′-(3-bromo-2-fluoro-phenyl)-6-chloro-2′-(2,2-dimethyl-propyl)-2-oxo-1,2-dihydro-spiro[indole-3,3′-pyrrolidine]-5′-carboxylic acid (4-cyano-phenyl)-amide), OO (H2O2), [OH-].[Na+] (NaOH). Reaction SMILES: [C:1]([C:3]1[CH:8]=[CH:7][C:6]([NH:9][C:10]([CH:12]2[NH:16][CH:15]([CH2:17][C:18]([CH3:21])([CH3:20])[CH3:19])[C:14]3([C:29]4[C:24](=[CH:25][C:26]([Cl:30])=[CH:27][CH:28]=4)[NH:23][C:22]3=[O:31])[CH:13]2[C:32]2[CH:37]=[CH:36][CH:35]=[C:34]([Br:38])[C:33]=2[F:39])=[O:11])=[CH:5][CH:4]=1)#[N:2].[OH:40]O.[OH-].[Na+]>CS(C)=O>[C:1]([C:3]1[CH:4]=[CH:5][C:6]([NH:9][C:10]([CH:12]2[NH:16][CH:15]([CH2:17][C:18]([CH3:21])([CH3:20])[CH3:19])[C:14]3([C:29]4[C:24](=[CH:25][C:26]([Cl:30])=[CH:27][CH:28]=4)[NH:23][C:22]3=[O:31])[CH:13]2[C:32]2[CH:37]=[CH:36][CH:35]=[C:34]([Br:38])[C:33]=2[F:39])=[O:11])=[CH:7][CH:8]=1)(=[O:40])[NH2:2] |f:2.3|. The reactants are COC=1C=C(C=CC1N1C=NC(=C1)C)NC1=NC(=CC(=N1)C(C)=O)COCC(F)(F)F (1-(2-(3-Methoxy-4-(4-methyl-1H-imidazol-1-yl)phenylamino)-6-((2,2,2-trifluoroethoxy)methyl)-pyrimidin-4-yl)ethanone), [Cl-].[NH4+] (ammonium chloride), C(C)[Mg]Br (Ethylmagnesium bromide), C(C)[Mg]Br (ethylmagnesium bromide). The solvent is C1CCOC1 (THF), C1CCOC1 (THF). Run at time 5 minute. Yields the product COC=1C=C(C=CC1N1C=NC(=C1)C)NC1=NC(=CC(=N1)C(C)(CC)O)COCC(F)(F)F (2-(2-(3-Methoxy-4-(4-methyl-1H-imidazol-1-yl)phenylamino)-6-((2,2,2-trifluoroethoxy)-methyl)pyrimidin-4-yl)butan-2-ol). Reaction SMILES: [CH2:1]([Mg]Br)[CH3:2].[CH3:5][O:6][C:7]1[CH:8]=[C:9]([NH:19][C:20]2[N:25]=[C:24]([C:26](=[O:28])[CH3:27])[CH:23]=[C:22]([CH2:29][O:30][CH2:31][C:32]([F:35])([F:34])[F:33])[N:21]=2)[CH:10]=[CH:11][C:12]=1[N:13]1[CH:17]=[C:16]([CH3:18])[N:15]=[CH:14]1.[Cl-].[NH4+]>C1COCC1>[CH3:5][O:6][C:7]1[CH:8]=[C:9]([NH:19][C:20]2[N:25]=[C:24]([C:26]([OH:28])([CH2:1][CH3:2])[CH3:27])[CH:23]=[C:22]([CH2:29][O:30][CH2:31][C:32]([F:33])([F:34])[F:35])[N:21]=2)[CH:10]=[CH:11][C:12]=1[N:13]1[CH:17]=[C:16]([CH3:18])[N:15]=[CH:14]1 |f:2.3|. Procedure details: Ethylmagnesium bromide (0.86 mL, 2.57 mmol, 3M in THF) was dissolved in THF (5 mL). 1-(2-(3-Methoxy-4-(4-methyl-1H-imidazol-1-yl)phenylamino)-6-((2,2,2-trifluoroethoxy)methyl)-pyrimidin-4-yl)ethanone (140 mg, 0.32 mmol) was dissolved in THF (5 mL) and was added slowly to the solution of ethylmagnesium bromide. The mixture was cooled on ice, ammonium chloride (sat, aq, 5 mL) was added and the mixture was stirred for 5 min. The mixture was extracted with EtOAc (×2). The solvents were evaporated an... As a reaction SMILES: [CH3:1][c:2]1[c:3]([NH:27][C:28](=[O:29])[n:30]2[cH:31][cH:32][c:33]3[c:34]2[n:35][cH:36][n:37][c:38]3[Cl:39])[cH:4][c:5]([NH:8][C:9]([c:10]2[cH:11][c:12](-[n:20]3[cH:21][n:22][c:23]([CH3:25])[cH:24]3)[cH:13][c:14]([C:16]([F:17])([F:18])[F:19])[cH:15]2)=[O:26])[cH:6][cH:7]1.[CH3:51][C:52](=[O:53])[OH:54].[NH2:40][c:41]1[cH:42][c:43]([S:47](=[O:48])(=[O:49])[NH2:50])[cH:44][cH:45][cH:46]1>>[CH3:1][c:2]1[c:3]([NH:27][C:28](=[O:29])[n:30]2[cH:31][cH:32][c:33]3[c:34]2[n:35][cH:36][n:37][c:38]3[NH:40][c:41]2[cH:42][c:43]([S:47](=[O:48])(=[O:49])[NH2:50])[cH:44][cH:45][cH:46]2)[cH:4][c:5]([NH:8][C:9]([c:10]2[cH:11][c:12](-[n:20]3[cH:21][n:22][c:23]([CH3:25])[cH:24]3)[cH:13][c:14]([C:16]([F:17])([F:18])[F:19])[cH:15]2)=[O:26])[cH:6][cH:7]1. The product is Cc1cn(-c2cc(C(=O)Nc3ccc(C)c(NC(=O)n4ccc5c(Nc6cccc(S(N)(=O)=O)c6)ncnc54)c3)cc(C(F)(F)F)c2)cn1. The reactants are Cc1cn(-c2cc(C(=O)Nc3ccc(C)c(NC(=O)n4ccc5c(Cl)ncnc54)c3)cc(C(F)(F)F)c2)cn1, CC(=O)O, Nc1cccc(S(N)(=O)=O)c1.